From a dataset of the Open Reaction Database (ORD), a public repository of structured organic reaction records. describe an organic reaction: reactants, conditions, products, and yield The reactants are CSC=1N=CC2=C(N3CCC[C@H]3CN(C2=O)C=2C=C(C=CC2)C2=NNC(O2)=O)N1 ((S)-5-[3-(9-methylthio-6-oxo-2,3,3a,4-tetrahydro-1H,6H-5,8,10,10b-tetraazabenzo[e]azulen-5-yl)phenyl]-1,3,4-oxadiazol-2(3H)-one), C1(=CC=CC=C1)P(C1=CC=CC=C1)C1=CC=CC=C1 (Triphenylphosphine), CO (methanol), C1(=CC=CC=C1)P(C1=CC=CC=C1)C1=CC=CC=C1 (triphenylphosphine), N(=NC(=O)OCC)C(=O)OCC (diethyl azodicarboxylate). Solvent: C1CCOC1 (THF). Run at temperature 55 celsius, time 5 hour. The product is CN1C(OC(=N1)C1=CC(=CC=C1)N1C(C2=C(N3CCC[C@H]3C1)N=C(N=C2)SC)=O)=O ((S)-3-methyl-5-[3-(9-methylthio-6-oxo-2,3,3a,4-tetrahydro-1H,6H-5,8,10,10b-tetraazabenzo[e]azulen-5-yl)phenyl]-1,3,4-oxadiazol-2(3H)-one). As a reaction SMILES: [CH3:1][S:2][C:3]1[N:4]=[CH:5][C:6]2[C:15](=[O:16])[N:14]([C:17]3[CH:18]=[C:19]([C:23]4[O:27][C:26](=[O:28])[NH:25][N:24]=4)[CH:20]=[CH:21][CH:22]=3)[CH2:13][C@H:12]3[N:8]([CH2:9][CH2:10][CH2:11]3)[C:7]=2[N:29]=1.CO.[C:32]1(P(C2C=CC=CC=2)C2C=CC=CC=2)C=CC=CC=1.N(C(OCC)=O)=NC(OCC)=O>C1COCC1>[CH3:32][N:25]1[N:24]=[C:23]([C:19]2[CH:20]=[CH:21][CH:22]=[C:17]([N:14]3[CH2:13][C@H:12]4[N:8]([CH2:9][CH2:10][CH2:11]4)[C:7]4[N:29]=[C:3]([S:2][CH3:1])[N:4]=[CH:5][C:6]=4[C:15]3=[O:16])[CH:18]=2)[O:27][C:26]1=[O:28]. Reported procedure: (S)-5-[3-(9-Methylthio-6-oxo-2,3,3a,4-tetrahydro-1H,6H-5,8,10,10b-tetraazabenzo[e]azulen-5-yl)phenyl]-1,3,4-oxadiazol-2(3H)-one (280 mg, 0.68 mmol) obtained in Step 1 was suspended in THF (5.0 mL), and the mixture was stirred at 55° C. for 5 hours after adding methanol (0.082 mL, 2.04 mmol), triphenylphosphine-supported resin (Triphenylphosphine, polymer-supported; 3.08 mmol P/G, 1.02 g, 3.06 mmol), and diethyl azodicarboxylate (40% toluene solution, 0.92 mL, 2.04 mmol). The resin was separated ... Reactants: ClC=1C(=NC=C(C1)Cl)N1N=C(C=C1C(=O)O)C(F)(F)F (1-(3,5-dichloropyridin-2-yl)-3-(trifluoromethyl)-1H-pyrazole-5-carboxylic acid), C(C(=O)Cl)(=O)Cl (oxalyl dichloride). Reagents/catalysts: CN(C=O)C (N,N-dimethyl formamide). Run in ClCCl (dichloromethane). Reaction conditions: time 8 hour. Product: ClC=1C(=NC=C(C1)Cl)N1N=C(C=C1C(=O)Cl)C(F)(F)F (1-(3,5-dichloropyridin-2-yl)-3-(trifluoromethyl)-1H-pyrazole-5-carbonyl chloride). Isolated yield 99.9%. Reaction SMILES: [Cl:1][C:2]1[C:3]([N:9]2[C:13]([C:14](O)=[O:15])=[CH:12][C:11]([C:17]([F:20])([F:19])[F:18])=[N:10]2)=[N:4][CH:5]=[C:6]([Cl:8])[CH:7]=1.C(Cl)(=O)C([Cl:24])=O>CN(C)C=O.ClCCl>[Cl:1][C:2]1[C:3]([N:9]2[C:13]([C:14]([Cl:24])=[O:15])=[CH:12][C:11]([C:17]([F:20])([F:19])[F:18])=[N:10]2)=[N:4][CH:5]=[C:6]([Cl:8])[CH:7]=1. Procedure: To a 100 mL flask, 1-(3,5-dichloropyridin-2-yl)-3-(trifluoromethyl)-1H-pyrazole-5-carboxylic acid (0.40 g, 1.22 mmol), dichloromethane (10 mL) and oxalyl dichloride (0.31 g, 2.44 mmol) were added sequentially. After five drops of N,N-dimethyl formamide were added, a large amount of gas was released. After being stirred for 8 hours at room temperature, the reaction mixture was concentrated under reduced pressure. Then toluene (30 mL) was added, and was concentrated again under vacuum to give the ...